This data is from the Open Reaction Database (ORD), a public repository of structured organic reaction records. The task is: describe an organic reaction: reactants, conditions, products, and yield The reagents and catalysts are CN(C1=CC=NC=C1)C (4-dimethylaminopyridine). Reaction SMILES: [N+:1]([C:4]1[CH:5]=[C:6]([S:11](Cl)(=[O:13])=[O:12])[CH:7]=[CH:8][C:9]=1[Cl:10])([O-])=O.[Cl:15][C:16]1[CH:22]=[CH:21][CH:20]=[CH:19][C:17]=1[NH2:18].N1C=CC=CC=1>CN(C)C1C=CN=CC=1.C(Cl)Cl>[Cl:10][C:9]1[CH:8]=[CH:7][C:6]([S:11]([C:16]2([Cl:15])[CH:22]=[CH:21][CH:20]=[CH:19][CH:17]2[NH2:18])(=[O:13])=[O:12])=[CH:5][C:4]=1[NH2:1]. Yields the product ClC1=C(N)C=C(C=C1)S(=O)(=O)C1(C(N)C=CC=C1)Cl (2-Chloro-5-(2-chloroanilino-sulphonyl)aniline). Reported procedure: A solution of 3-nitro-4-chlorobenzenesulphonyl chloride (768 mg, 3.0 mmol), 2-chloroaniline (383 mg, 3.0 mmol), 4-dimethylaminopyridine (10 mg, 0.08 mmol) and pyridine (0.30 ml, 3.6 mmol) in DCM (35 ml) was stirred at ambient temperature overnight. The solution was evaporated to dryness, the residue dissolved in EtOAc and washed with 1.0 M aqueous hydrochloric acid and brine, dried and evaporated to dryness. The residue was dissolved in EtOAc (30 ml) and hydrogenated over 10% Pd/C for 4 h at amb... The reactants are [N+](=O)([O-])C=1C=C(C=CC1Cl)S(=O)(=O)Cl (3-nitro-4-chlorobenzenesulphonyl chloride), ClC1=C(N)C=CC=C1 (2-chloroaniline), N1=CC=CC=C1 (pyridine). Run in C(Cl)Cl (DCM). Isolated yield 14.7%. Procedure details: The title compound was prepared from 2,6-diethyl-3-hydroxymethyl-4-phenyl-5-(1-ethenyl)pyridine (Example 8) according to the procedure described in Example 1, Step H. 1H NMR (300 MHz, CDCl3): δ7.44 (m, 3 H), 7.18 (m, 2 H), 4.33 (d, J=6 Hz, 2 H), 2.97 (q, J=8 Hz, 2 H), 2.86 (q, J=8 Hz, 2 H), 2.36 (q, J=328 Hz, 2 H), 1.34 (m, 7 H), 0.93 (t, J=8 Hz, 3 H). FAB-MS: calculated for (C18H23NO) 269, found 270 (M+H). Anal. Calcd for C18H23NO: C, 80.26; H, 8.61; N, 5.20. Found: C, 79.70; H, 8.54; N, 5.08. ... As a reaction SMILES: [CH2:1]([C:3]1[C:8]([CH2:9][OH:10])=[C:7]([C:11]2[CH:16]=[CH:15][CH:14]=[CH:13][CH:12]=2)[C:6]([CH:17]=[CH2:18])=[C:5]([CH2:19][CH3:20])[N:4]=1)[CH3:2]>C(OCC)(=O)C.CCCCCC>[CH2:1]([C:3]1[C:8]([CH2:9][OH:10])=[C:7]([C:11]2[CH:16]=[CH:15][CH:14]=[CH:13][CH:12]=2)[C:6]([CH2:17][CH3:18])=[C:5]([CH2:19][CH3:20])[N:4]=1)[CH3:2] |f:1.2|. Yields the product C(C)C1=NC(=C(C(=C1CO)C1=CC=CC=C1)CC)CC (2,5,6-Triethyl-3-hydroxymethyl-4-phenylpyridine). The reactants are C(C)C1=NC(=C(C(=C1CO)C1=CC=CC=C1)C=C)CC (2,6-diethyl-3-hydroxymethyl-4-phenyl-5-(1-ethenyl)pyridine). Solvent: C(C)(=O)OCC.CCCCCC (ethyl acetate hexane).